This data is from the Open Reaction Database (ORD), a public repository of structured organic reaction records. The task is: describe an organic reaction: reactants, conditions, products, and yield Starting materials: N#CCCBr, CCOC(=O)C1CCN(C(=O)OC(C)(C)C)CC1, C1CCOC1, CC(C)[N-]C(C)C, [Li+]. Product: CCOC(=O)C1(CCC#N)CCN(C(=O)OC(C)(C)C)CC1. RXN SMILES: [Br:27][CH2:28][CH2:29][C:30]#[N:31].[C:1](=[O:2])([O:3][C:4]([CH3:5])([CH3:6])[CH3:7])[N:8]1[CH2:9][CH2:10][CH:11]([C:14](=[O:15])[O:16][CH2:17][CH3:18])[CH2:12][CH2:13]1.[CH2:32]1[O:33][CH2:34][CH2:35][CH2:36]1.[CH3:20][CH:21]([N-:22][CH:23]([CH3:24])[CH3:25])[CH3:26].[Li+:19]>>[C:1](=[O:2])([O:3][C:4]([CH3:5])([CH3:6])[CH3:7])[N:8]1[CH2:9][CH2:10][C:11]([C:14](=[O:15])[O:16][CH2:17][CH3:18])([CH2:28][CH2:29][C:30]#[N:31])[CH2:12][CH2:13]1. Reactants: Cc1ccccc1B(O)O, Cc1ccccc1, COc1ccc(Cl)cc1, [F-], [K+]. Yields the product COc1ccc(-c2ccccc2C)cc1. Reaction SMILES: [CH3:10][c:11]1[c:12]([B:17]([OH:18])[OH:19])[cH:13][cH:14][cH:15][cH:16]1.[CH3:22][c:23]1[cH:24][cH:25][cH:26][cH:27][cH:28]1.[Cl:1][c:2]1[cH:3][cH:4][c:5]([O:8][CH3:9])[cH:6][cH:7]1.[F-:20].[K+:21]>>[c:2]1(-[c:12]2[c:11]([CH3:10])[cH:16][cH:15][cH:14][cH:13]2)[cH:3][cH:4][c:5]([O:8][CH3:9])[cH:6][cH:7]1. Starting materials: CC1(C)OC(c2ccc(S(C)(=O)=O)cc2)=C(Br)C1=O, COc1ccc(B(O)O)cc1, [Na+], [Na+], O=C([O-])[O-], CC(=O)[O-], CC(=O)[O-], [Pd+2], c1ccc(P(CCCP(c2ccccc2)c2ccccc2)c2ccccc2)cc1, c1ccccc1. The product is COc1ccc(C2=C(c3ccc(S(C)(=O)=O)cc3)OC(C)(C)C2=O)cc1. Reaction SMILES: [Br:1][C:2]1=[C:6]([c:7]2[cH:8][cH:9][c:10]([S:13](=[O:14])(=[O:15])[CH3:16])[cH:11][cH:12]2)[O:5][C:4]([CH3:17])([CH3:18])[C:3]1=[O:19].[CH3:55][O:56][c:57]1[cH:58][cH:59][c:60]([B:63]([OH:64])[OH:65])[cH:61][cH:62]1.[Na+:49].[Na+:50].[O-:51][C:52](=[O:53])[O-:54].[O-:73][C:74]([CH3:75])=[O:76].[O-:77][C:78]([CH3:79])=[O:80].[Pd+2:72].[c:20]1([P:21]([c:22]2[cH:23][cH:24][cH:25][cH:26][cH:27]2)[CH2:28][CH2:29][CH2:30][P:31]([c:32]2[cH:33][cH:34][cH:35][cH:36][cH:37]2)[c:38]2[cH:39][cH:40][cH:41][cH:42][cH:43]2)[cH:44][cH:45][cH:46][cH:47][cH:48]1.[cH:66]1[cH:67][cH:68][cH:69][cH:70][cH:71]1>>[C:2]1([c:60]2[cH:59][cH:58][c:57]([O:56][CH3:55])[cH:62][cH:61]2)=[C:6]([c:7]2[cH:8][cH:9][c:10]([S:13](=[O:14])(=[O:15])[CH3:16])[cH:11][cH:12]2)[O:5][C:4]([CH3:17])([CH3:18])[C:3]1=[O:19]. The reactants are C(C=C)C1(C(N(CCC1)C(=O)OC(C)(C)C)=O)CC=C (tert-butyl 3,3-diallyl-2-oxopiperidine-1-carboxylate). Reagents/catalysts: Cl[Ru](Cl)([P](C1CCCCC1)(C2CCCCC2)C3CCCCC3)([P](C4CCCCC4)(C5CCCCC5)C6CCCCC6)=CC7=CC=CC=C7 (Grubbs first generation). The solvent is ClCCl (dichloromethane). Run at time 4 hour. Product: O=C1C2(CC=CC2)CCCN1C(=O)OC(C)(C)C (tert-butyl 6-oxo-7-azaspiro[4.5]dec-2-ene-7-carboxylate). The yield is 85.0%. As a reaction SMILES: [CH2:1]([C:4]1([CH2:18][CH:19]=[CH2:20])[CH2:9][CH2:8][CH2:7][N:6]([C:10]([O:12][C:13]([CH3:16])([CH3:15])[CH3:14])=[O:11])[C:5]1=[O:17])C=C>ClCCl.Cl[Ru](=CC1C=CC=CC=1)([P](C1CCCCC1)(C1CCCCC1)C1CCCCC1)([P](C1CCCCC1)(C1CCCCC1)C1CCCCC1)Cl>[O:17]=[C:5]1[N:6]([C:10]([O:12][C:13]([CH3:16])([CH3:15])[CH3:14])=[O:11])[CH2:7][CH2:8][CH2:9][C:4]21[CH2:1][CH:20]=[CH:19][CH2:18]2 |^1:32,51|. Procedure: To a solution of tert-butyl 3,3-diallyl-2-oxopiperidine-1-carboxylate (4.74 g, 16.9 mmol) in dichloromethane (20 mL) was added Grubbs first generation catalyst (711 mg, 0.85 mmol). The reaction mixture was stirred at rt for 4 h and concentrated in vacuo. The residue was purified by silica gel column chromatography (EtOAc/PE (v/v)=1/9) to give the title compound as a white solid (3.61 g, 85%). Starting materials: O=CC=P(c1ccccc1)(c1ccccc1)c1ccccc1, O=CCCCCOC1CCCCO1. The product is O=CC=CCCCCOC1CCCCO1. RXN SMILES: [CH:14](=[O:15])[CH:16]=[P:17]([c:18]1[cH:19][cH:20][cH:21][cH:22][cH:23]1)([c:24]1[cH:25][cH:26][cH:27][cH:28][cH:29]1)[c:30]1[cH:31][cH:32][cH:33][cH:34][cH:35]1.[O:1]1[CH:2]([O:7][CH2:8][CH2:9][CH2:10][CH2:11][CH:12]=[O:13])[CH2:3][CH2:4][CH2:5][CH2:6]1>>[O:1]1[CH:2]([O:7][CH2:8][CH2:9][CH2:10][CH2:11][CH:12]=[CH:16][CH:14]=[O:15])[CH2:3][CH2:4][CH2:5][CH2:6]1.